This data is from the Open Reaction Database (ORD), a public repository of structured organic reaction records. The task is: describe an organic reaction: reactants, conditions, products, and yield Reactants: ClC(=O)N1C2=C(NC(C3=C1C=CC=C3)=O)C=CC=N2 (11-(chlorocarbonyl)-5,11-dihydro-6H-pyrido[2,3-b][1,4]benzodiazepin-6-one), C(C)N(CC)CC1N(CCOC1)CCN (2-[3-[(diethylamino)methyl]-morpholin-4-yl]ethanamine). Solvent: C(C)#N (acetonitrile). The product is C(C)N(CC)CC1N(CCOC1)CCNC(=O)N1C2=C(NC(C3=C1C=CC=C3)=O)C=CC=N2 (11-[[[2-[3-[(Diethylamino)methyl]-morpholin-4-yl]ethyl]amino]carbonyl]-5,11-dihydro-6H-pyrido[2,3-b][1,4]benzodiazepin-6-one). The yield is 67.0%. RXN SMILES: Cl[C:2]([N:4]1[C:10]2[CH:11]=[CH:12][CH:13]=[CH:14][C:9]=2[C:8](=[O:15])[NH:7][C:6]2[CH:16]=[CH:17][CH:18]=[N:19][C:5]1=2)=[O:3].[CH2:20]([N:22]([CH2:25][CH:26]1[CH2:31][O:30][CH2:29][CH2:28][N:27]1[CH2:32][CH2:33][NH2:34])[CH2:23][CH3:24])[CH3:21]>C(#N)C>[CH2:20]([N:22]([CH2:25][CH:26]1[CH2:31][O:30][CH2:29][CH2:28][N:27]1[CH2:32][CH2:33][NH:34][C:2]([N:4]1[C:10]2[CH:11]=[CH:12][CH:13]=[CH:14][C:9]=2[C:8](=[O:15])[NH:7][C:6]2[CH:16]=[CH:17][CH:18]=[N:19][C:5]1=2)=[O:3])[CH2:23][CH3:24])[CH3:21]. Procedure details: Prepared analogously to Example 2 from 11-(chlorocarbonyl)-5,11-dihydro-6H-pyrido[2,3-b][1,4]benzodiazepin-6-one and 2-[3-[(diethylamino)methyl]-morpholin-4-yl]ethanamine in a yield of 67% of theory. Colourless crystals, m.p. 150°-151° C. (acetonitrile).